The task is: describe an organic reaction: reactants, conditions, products, and yield. This data is from the Open Reaction Database (ORD), a public repository of structured organic reaction records. Reactants: C=Cc1ccc(C)nc1, CN1CCCC1=O, Fc1ccc(N2CCc3[nH]c4ccc(Cl)cc4c3C2)cc1, [K+], [OH-]. The product is Cc1ccc(CCn2c3c(c4cc(Cl)ccc42)CN(c2ccc(F)cc2)CC3)cn1. Reaction SMILES: [CH3:22][c:23]1[n:24][cH:25][c:26]([CH:29]=[CH2:30])[cH:27][cH:28]1.[CH3:33][N:34]1[CH2:35][CH2:36][CH2:37][C:38]1=[O:39].[Cl:1][c:2]1[cH:3][c:4]2[c:5]3[c:6]([nH:7][c:8]2[cH:9][cH:10]1)[CH2:11][CH2:12][N:13]([c:15]1[cH:16][cH:17][c:18]([F:21])[cH:19][cH:20]1)[CH2:14]3.[K+:32].[OH-:31]>>[Cl:1][c:2]1[cH:3][c:4]2[c:5]3[c:6]([n:7]([CH2:30][CH2:29][c:26]4[cH:25][n:24][c:23]([CH3:22])[cH:28][cH:27]4)[c:8]2[cH:9][cH:10]1)[CH2:11][CH2:12][N:13]([c:15]1[cH:16][cH:17][c:18]([F:21])[cH:19][cH:20]1)[CH2:14]3. The reactants are C[O-].[Na+] (sodium methoxide), BrC=1C=C2C=CC(=NC2=C(C1)C)Cl (6-bromo-2-chloro-8-methylquinoline), [Na] (sodium). The solvent is CO (methanol), CO (methanol). The product is BrC=1C=C2C=CC(=NC2=C(C1)C)OC (6-bromo-2-methoxy-8-methylquinoline). As a reaction SMILES: [Br:1][C:2]1[CH:3]=[C:4]2[C:9](=[C:10]([CH3:12])[CH:11]=1)[N:8]=[C:7](Cl)[CH:6]=[CH:5]2.[CH3:14][O-:15].[Na+].[Na]>CO>[Br:1][C:2]1[CH:3]=[C:4]2[C:9](=[C:10]([CH3:12])[CH:11]=1)[N:8]=[C:7]([O:15][CH3:14])[CH:6]=[CH:5]2 |f:1.2,^1:16|. Reported procedure: A solution of 6-bromo-2-chloro-8-methylquinoline (10.7 g) in methanol (80 cm3) was heated under reflux with a solution of sodium methoxide [made from sodium 2.76 g) in methanol (50 cm3)]for 24 hours. The cooled solution was then evaporated in vacuo and the residue was partitioned between chloroform (100 cm3) and water (50 cm3). The aqueous phase was further extracted with chloroform (2×50 cm3) and the combined and dried (MgSO4) organic phases were evaporated in vacuo to give a solid which was re... Starting materials: ClC1=C(N)C(=CC=C1)Cl (2,6-dichloroaniline), N1=CC=CC2=CC=CC=C12 (quinoline), ClS(=O)(=O)C1=NN2C=NC(=C(C2=N1)Cl)Cl (2-chlorosulfonyl-7,8-dichloro[1,2,4]triazolo[1,5-c]pyrimidine), ClCl (chlorine), ClC1=C(N)C(=CC=C1)Cl (2,6-dichloroaniline), N1=CC=CC2=CC=CC=C12 (quinoline), CSC (dimethyl sulfide). The reagents and catalysts are [SH2]=N (sulfilimine). Run in CO (methanol), ClCCl (dichloromethane). Reaction conditions: temperature 0 celsius. The product is ClC1=C(C(=CC=C1)Cl)NS(=O)(=O)C1=NN2C=NC(=C(C2=N1)Cl)Cl (N-(2,6-Dichlorophenyl)-7,8-dichloro-[1,2,4]triazolo[1.5-c]pyrimidine-2-sulfonamide). RXN SMILES: CSC.ClCl.[Cl:6][C:7]1[CH:13]=[CH:12][CH:11]=[C:10]([Cl:14])[C:8]=1[NH2:9].N1C2C(=CC=CC=2)C=CC=1.Cl[S:26]([C:29]1[N:37]=[C:36]2[N:31]([CH:32]=[N:33][C:34]([Cl:39])=[C:35]2[Cl:38])[N:30]=1)(=[O:28])=[O:27]>ClCCl.[SH2]=N.CO>[Cl:6][C:7]1[CH:13]=[CH:12][CH:11]=[C:10]([Cl:14])[C:8]=1[NH:9][S:26]([C:29]1[N:37]=[C:36]2[N:31]([CH:32]=[N:33][C:34]([Cl:39])=[C:35]2[Cl:38])[N:30]=1)(=[O:28])=[O:27]. Procedure: A solution of 0.6 mL (8 mmol) of dimethyl sulfide in 65 mL of dichloromethane was cooled to -20° C. and then 0.4 g (6 mmol) of chlorine was slowly sparged in with stirring and cooling to maintain the temperature below -15° C. A mixture of 5.0 g (31 mmol) of 2,6-dichloroaniline and 6.3 g (49 mmol) of quinoline was then added with cooling and stirring to form a mixture of the sulfilimine catalyst, unreacted 2,6-dichloroaniline, and quinoline. The mixture was allowed to warm to 0° C. and 10 g (45 m...